Dataset: the Open Reaction Database (ORD), a public repository of structured organic reaction records. Task: describe an organic reaction: reactants, conditions, products, and yield Reactants: CCOC(C)=O, CCOC(=O)N1C=C(C=O)c2cc(OCCCOC(C)=O)c(OC)cc2C1Cc1cccc(OCC)c1, CCCCCC, CCOC(C)=O, CO, [K+], [OH-]. Product: CCOc1cccc(CC2NC=C(C=O)c3cc(OCCCOC(C)=O)c(OC)cc32)c1. Reaction SMILES: [C:46]([O:47][CH2:48][CH3:49])(=[O:50])[CH3:51].[CH2:1]([O:2][C:3](=[O:4])[N:6]1[CH:7]([CH2:28][c:29]2[cH:30][c:31]([O:35][CH2:36][CH3:37])[cH:32][cH:33][cH:34]2)[c:8]2[cH:9][c:10]([O:26][CH3:27])[c:11]([O:18][CH2:19][CH2:20][CH2:21][O:22][C:23]([CH3:24])=[O:25])[cH:12][c:13]2[C:14]([CH:16]=[O:17])=[CH:15]1)[CH3:5].[CH3:40][CH2:41][CH2:42][CH2:43][CH2:44][CH3:45].[CH3:52][CH2:53][O:54][C:55](=[O:56])[CH3:57].[CH3:58][OH:59].[K+:39].[OH-:38]>>[NH:6]1[CH:7]([CH2:28][c:29]2[cH:30][c:31]([O:35][CH2:36][CH3:37])[cH:32][cH:33][cH:34]2)[c:8]2[cH:9][c:10]([O:26][CH3:27])[c:11]([O:18][CH2:19][CH2:20][CH2:21][O:22][C:23]([CH3:24])=[O:25])[cH:12][c:13]2[C:14]([CH:16]=[O:17])=[CH:15]1. Reactants: C1CCOC1, CCO, CSC(=C[N+](=O)[O-])NCc1ccc(Cl)cc1, N. Yields the product NC(=C[N+](=O)[O-])NCc1ccc(Cl)cc1. As a reaction SMILES: [CH2:21]1[O:22][CH2:23][CH2:24][CH2:25]1.[CH3:17][CH2:18][OH:19].[Cl:1][c:2]1[cH:3][cH:4][c:5]([CH2:6][NH:7][C:8](=[CH:9][N+:10](=[O:11])[O-:12])[S:13][CH3:14])[cH:15][cH:16]1.[NH3:20]>>[Cl:1][c:2]1[cH:3][cH:4][c:5]([CH2:6][NH:7][C:8](=[CH:9][N+:10](=[O:11])[O-:12])[NH2:20])[cH:15][cH:16]1. Reactants: C(C)OC(C[C@H](CCC)N1C(N(C2=C1C=C(C=C2)C)CC=2C1=C(SC2)C=CC=C1C)=O)=O ((S)-3-[6-Methyl-3-(4-methyl-benzo[b]thiophen-3-ylmethyl)-2-oxo-2,3-dihydro-benzimidazol-1-yl]-hexanoic acid ethyl ester), [OH-].[Na+] (NaOH), Cl (HCl). Run in CO (MeOH). Reaction conditions: time 2 hour. Product: CC=1C=CC2=C(N(C(N2CC2=CSC3=C2C(=CC=C3)C)=O)[C@H](CC(=O)O)CCC3=CC=CC=C3)C1 ((3S)-3-{6-methyl-3-[(4-methyl-1-benzothien-3-yl)methyl]-2-oxo-2,3-dihydro-1H-benzimidazol-1-yl}-5-phenylpentanoic acid). The yield is 179.4%. RXN SMILES: C([O:3][C:4](=[O:32])[CH2:5][C@@H:6]([N:10]1[C:14]2[CH:15]=[C:16]([CH3:19])[CH:17]=[CH:18][C:13]=2[N:12]([CH2:20][C:21]2[C:22]3[C:29]([CH3:30])=[CH:28][CH:27]=[CH:26][C:23]=3[S:24][CH:25]=2)[C:11]1=[O:31])[CH2:7][CH2:8][CH3:9])C.[OH-].[Na+].Cl>CO>[CH3:19][C:16]1[CH:17]=[CH:18][C:13]2[N:12]([CH2:20][C:21]3[C:22]4[C:29]([CH3:30])=[CH:28][CH:27]=[CH:26][C:23]=4[S:24][CH:25]=3)[C:11](=[O:31])[N:10]([C@@H:6]([CH2:7][CH2:8][C:9]3[CH:8]=[CH:7][CH:6]=[CH:5][CH:4]=3)[CH2:5][C:4]([OH:3])=[O:32])[C:14]=2[CH:15]=1 |f:1.2|. Procedure: To a solution of (S)-3-[6-Methyl-3-(4-methyl-benzo[b]thiophen-3-ylmethyl)-2-oxo-2,3-dihydro-benzimidazol-1-yl]-hexanoic acid ethyl ester (0.12 g, 0.23 mmol) in MeOH (5 mL) was added 2N NaOH (2 mL). The reaction mixture was stirred at room temperature for 2 h. When the reaction was complete, the reaction mixture was treated with 1N HCl and extracted with CH2Cl2 (×2). The organic phase was dried over Na2SO4 and concentrated. The resulting residue was purified by silica gel prep TLC using 10:1 CH2C... The reactants are C(CCCCCCC)NC(=O)CCCCCC (N-octylhexanecarboxamide), B#B (diborane). The solvent is O1CCCC1 (tetrahydrofuran). Yields the product C(CCCCCC)NCCCCCCCC (N-heptyloctylamine). RXN SMILES: [CH2:1]([NH:9][C:10]([CH2:12][CH2:13][CH2:14][CH2:15][CH2:16][CH3:17])=O)[CH2:2][CH2:3][CH2:4][CH2:5][CH2:6][CH2:7][CH3:8].B#B>O1CCCC1>[CH2:10]([NH:9][CH2:1][CH2:2][CH2:3][CH2:4][CH2:5][CH2:6][CH2:7][CH3:8])[CH2:12][CH2:13][CH2:14][CH2:15][CH2:16][CH3:17]. Procedure: Octylamine was acrylated with one equivalent of heptanoyl chloride to provide N-octylhexanecarboxamide. The amide was reduced by reaction with diborane in tetrahydrofuran to provide N-heptyloctylamine. To a cold stirred solution of 19.79 g. of N-heptyloctylamine and 23.4 g. of sodium carbonate in 82 ml. of acetone and 82 ml. of water was added dropwise over thirty minutes a solution of 13.7 ml. of acetyl chloride in 164 ml. of acetone. The reaction mixture was stirred for twelve hours following ... The reactants are FC1=CC=C(N)C=C1 (4-fluoroaniline), C(C1=CC=CC=C1)=O (benzaldehyde), C1(=CC=C(C=C1)S(=O)(=O)O)C (p-toluene-sulfonic acid), [BH4-].[Na+] (sodium borohydride). Solvent: O (water). Conditions: time 1 hour. The product is C(C1=CC=CC=C1)NC1=CC=C(C=C1)F (N-benzyl-4-fluoroaniline). Reaction SMILES: [F:1][C:2]1[CH:8]=[CH:7][C:5]([NH2:6])=[CH:4][CH:3]=1.[CH:9](=O)[C:10]1[CH:15]=[CH:14][CH:13]=[CH:12][CH:11]=1.C1(C)C=CC(S(O)(=O)=O)=CC=1.[BH4-].[Na+]>O>[CH2:9]([NH:6][C:5]1[CH:7]=[CH:8][C:2]([F:1])=[CH:3][CH:4]=1)[C:10]1[CH:15]=[CH:14][CH:13]=[CH:12][CH:11]=1 |f:3.4|. Reported procedure: A solution of 4-fluoroaniline (4.7 ml, 50 mmol), benzaldehyde (5.3 g, 50 mmol) and one crystal p-toluene-sulfonic acid is refluxed using a Dean-Stark® apparatus until no more water is collected and the mixture is concentrated in vacuo. The crude product is dissolved in 100 ml 96% ethanol and added sodium borohydride (4.0 g, 100 mmol) and stirred for 1 hour. Most of the ethanol is removed in vacuo and the residue is taken up in water and 15 g of potassium hydroxide in 50 ml water is added, causin... The yield is 69.9%. Yields the product C(CCCCCC=C)C(C(=O)OCC)(C(=O)OCC)CCCCC(C(F)(F)F)(F)F (diethyl 2-(7-octenyl)-2-(5,5,6,6,6-pentafluorohexyl)malonate). Reaction SMILES: [H-].[Na+].[CH2:3]([CH:11]([C:17]([O:19][CH2:20][CH3:21])=[O:18])[C:12]([O:14][CH2:15][CH3:16])=[O:13])[CH2:4][CH2:5][CH2:6][CH2:7][CH2:8][CH:9]=[CH2:10].I[CH2:23][CH2:24][CH2:25][CH2:26][C:27]([F:33])([F:32])[C:28]([F:31])([F:30])[F:29].O>CS(C)=O>[CH2:3]([C:11]([CH2:23][CH2:24][CH2:25][CH2:26][C:27]([F:32])([F:33])[C:28]([F:29])([F:30])[F:31])([C:17]([O:19][CH2:20][CH3:21])=[O:18])[C:12]([O:14][CH2:15][CH3:16])=[O:13])[CH2:4][CH2:5][CH2:6][CH2:7][CH2:8][CH:9]=[CH2:10] |f:0.1|. Procedure details: Sodium hydride (60%, 326 mg, 8.14 mmol) was added to dimethyl sulfoxide (5 ml) under argon atmosphere and cooled to 0° C. To this mixture, diethyl 2-(7-octeny)malonate (2 g, 7.40 mmol) dissolved in dimethyl sulfoxide (5 ml) was slowly added, followed by stirring for 1 hour. After cooling to 0° C., 1-iodo-5,5,6,6,6-pentafluorohexane (2.68 g, 8.88 mmol) dissolved in dimethyl sulfoxide (5 ml) was slowly added to the reaction mixture, followed by stirring for 2 hours at room temperature. Water was a... Run at temperature 0 celsius, time 1 hour. The solvent is CS(=O)C (dimethyl sulfoxide), CS(=O)C (dimethyl sulfoxide), CS(=O)C (dimethyl sulfoxide). Reactants: C(CCCCCC=C)C(C(=O)OCC)C(=O)OCC (diethyl 2-(7-octeny)malonate), ICCCCC(C(F)(F)F)(F)F (1-iodo-5,5,6,6,6-pentafluorohexane), [H-].[Na+] (Sodium hydride), O (Water).